From a dataset of the Open Reaction Database (ORD), a public repository of structured organic reaction records. describe an organic reaction: reactants, conditions, products, and yield The reactants are OCCS(=O)(=O)CCOC(=O)OC1=CC=C(C=C1)[N+](=O)[O-] (4-nitrophenyl {2-[(2-hydroxyethyl)sulfonyl]ethoxy}formate), NCCCNC(C1=CC=CC=C1)(C1=CC=CC=C1)C1=CC=C(C=C1)OC ((3-aminopropyl)[(4-methoxyphenyl)diphenylmethyl]amine), C(C)(=O)OCC (ethyl acetate). Conditions: time 2 hour. Yields the product [N+](=O)([O-])C1=CC=C(OC(=O)OCCS(=O)(=O)CCOC(NCCCNC(C2=CC=CC=C2)(C2=CC=CC=C2)C2=CC=C(C=C2)OC)=O)C=C1 (2-({2-[N-(3-{[(4-methoxyphenyl)diphenylmethyl]amino}propyl)carbamoyloxy]-ethyl}sulfonyl)ethyl (4-nitrophenoxy)formate). Isolated yield 35.0%. Reaction SMILES: [OH:1][CH2:2][CH2:3][S:4]([CH2:7][CH2:8][O:9][C:10]([O:12][C:13]1[CH:18]=[CH:17][C:16]([N+:19]([O-:21])=[O:20])=[CH:15][CH:14]=1)=[O:11])(=[O:6])=[O:5].[NH2:22][CH2:23][CH2:24][CH2:25][NH:26][C:27]([C:40]1[CH:45]=[CH:44][C:43]([O:46][CH3:47])=[CH:42][CH:41]=1)([C:34]1[CH:39]=[CH:38][CH:37]=[CH:36][CH:35]=1)[C:28]1[CH:33]=[CH:32][CH:31]=[CH:30][CH:29]=1.[C:48](OCC)(=[O:50])C>>[N+:19]([C:16]1[CH:17]=[CH:18][C:13]([O:12][C:10]([O:9][CH2:8][CH2:7][S:4]([CH2:3][CH2:2][O:1][C:48](=[O:50])[NH:22][CH2:23][CH2:24][CH2:25][NH:26][C:27]([C:40]2[CH:45]=[CH:44][C:43]([O:46][CH3:47])=[CH:42][CH:41]=2)([C:28]2[CH:33]=[CH:32][CH:31]=[CH:30][CH:29]=2)[C:34]2[CH:39]=[CH:38][CH:37]=[CH:36][CH:35]=2)(=[O:6])=[O:5])=[O:11])=[CH:14][CH:15]=1)([O-:21])=[O:20]. Reported procedure: A solution of 18 (0.68 g, 2.13 mmol) and (3-aminopropyl)[(4-methoxyphenyl)diphenylmethyl]amine (0.89 g, 2.56 mmol) was stirred at 40° C. for 30 min. p-nitrophenyl chlorofornate (0.62 g, 3.08 mmol) was added and stirring was continued for an additional 2 h. The solution was diluted with ethyl acetate (350 ml), washed with water (300 ml) and then dried over sodium sulfate and evaporated. The residue was purified by silica gel chromatography eluting with a gradient of 40-100% ethyl acetate in hexan...